From a dataset of the Open Reaction Database (ORD), a public repository of structured organic reaction records. describe an organic reaction: reactants, conditions, products, and yield Starting materials: Cl (hydrochloric acid), OC1=C(C(N(C2=CC=CC=C12)NCC(C)C)=O)C1=NS(C2=C(N1)C=CC(=C2)O)(=O)=O (4-hydroxy-3-(7-hydroxy-1,1-dioxido-4H-1,2,4-benzothiadiazin-3-yl)-1-(isobutylamino)quinolin-2(1H)-one), ClC(C(=O)N)CC (2-chlorobutyramide), C([O-])([O-])=O.[Cs+].[Cs+] (cesium carbonate). The reagents and catalysts are [I-].C(CCC)[N+](CCCC)(CCCC)CCCC (tetra-n-butylammonium iodide). Solvent: CN(C=O)C (N,N-dimethylformamide). Reaction conditions: temperature 25 celsius, time 18 hour. Yields the product OC1=C(C(N(C2=CC=CC=C12)NCC(C)C)=O)C1=NS(C2=C(N1)C=CC(=C2)OC(C(=O)N)CC)(=O)=O (2-({3-[4-hydroxy-1-(isobutylamino)-2-oxo-1,2-dihydroquinolin-3-yl]-1,1-dioxido-4H-1,2,4-benzothiadiazin-7-yl}oxy)butanamide). Yield: 100.1%. Reaction SMILES: [OH:1][C:2]1[C:11]2[C:6](=[CH:7][CH:8]=[CH:9][CH:10]=2)[N:5]([NH:12][CH2:13][CH:14]([CH3:16])[CH3:15])[C:4](=[O:17])[C:3]=1[C:18]1[NH:23][C:22]2[CH:24]=[CH:25][C:26]([OH:28])=[CH:27][C:21]=2[S:20](=[O:30])(=[O:29])[N:19]=1.Cl[CH:32]([CH2:36][CH3:37])[C:33]([NH2:35])=[O:34].C(=O)([O-])[O-].[Cs+].[Cs+].Cl>CN(C)C=O.[I-].C([N+](CCCC)(CCCC)CCCC)CCC>[OH:1][C:2]1[C:11]2[C:6](=[CH:7][CH:8]=[CH:9][CH:10]=2)[N:5]([NH:12][CH2:13][CH:14]([CH3:15])[CH3:16])[C:4](=[O:17])[C:3]=1[C:18]1[NH:23][C:22]2[CH:24]=[CH:25][C:26]([O:28][CH:32]([CH2:36][CH3:37])[C:33]([NH2:35])=[O:34])=[CH:27][C:21]=2[S:20](=[O:29])(=[O:30])[N:19]=1 |f:2.3.4,7.8|. Procedure: To a solution of the product of Example 321C (20 mg, 0.0467 mmol) in N,N-dimethylformamide (2 mL) was added 2-chlorobutyramide (8.5 mg, 0.070 mmol), tetra-n-butylammonium iodide (1.7 mg, 0.0047 mmol) and cesium carbonate (61 mg, 0.187 mmol). The mixture was stirred at 25° C. for 18 hours, then heated to 80° C. for 3 hours. After cooling to 25° C., 1N aqueous hydrochloric acid (10 mL) was added and the mixture extracted with ethyl acetate (10 mL). The resulting organic layer was separated and dri... Reactants: O=C1c2ccccc2C(=O)N1CCCCCBr, CCOC(=O)CC(C)=O, CC[O-], CCO, [Na+], [Na], O. Product: CCOC(=O)C(CCCCCN1C(=O)c2ccccc2C1=O)C(C)=O. As a reaction SMILES: [Br:15][CH2:16][CH2:17][CH2:18][CH2:19][CH2:20][N:21]1[C:22](=[O:31])[c:23]2[c:24]([cH:27][cH:28][cH:29][cH:30]2)[C:25]1=[O:26].[C:6]([CH2:7][C:8](=[O:9])[CH3:10])(=[O:11])[O:12][CH2:13][CH3:14].[CH3:2][CH2:3][O-:4].[CH3:32][CH2:33][OH:34].[Na+:1].[Na:5].[OH2:35]>>[C:6]([CH:7]([C:8](=[O:9])[CH3:10])[CH2:16][CH2:17][CH2:18][CH2:19][CH2:20][N:21]1[C:22](=[O:31])[c:23]2[c:24]([cH:27][cH:28][cH:29][cH:30]2)[C:25]1=[O:26])(=[O:11])[O:12][CH2:13][CH3:14].